From a dataset of the Open Reaction Database (ORD), a public repository of structured organic reaction records. describe an organic reaction: reactants, conditions, products, and yield Starting materials: C(C(=O)Cl)(=O)Cl (Oxalyl chloride), BrC1=CC(=C(C(=O)O)C=C1OC1=C(C=C(C=C1)F)F)NS(=O)(=O)CC (4-bromo-5-(2,4-difluorophenoxy)-2-(ethylsulfonamido)benzoic acid), ClCCl (dichloromethane), [OH-].[NH4+] (ammonium hydroxide). Solvent: C(C)(=O)OCC (Ethyl acetate), CN(C=O)C (dimethylformamide). Conditions: time 2 hour. The product is BrC1=CC(=C(C(=O)N)C=C1OC1=C(C=C(C=C1)F)F)NS(=O)(=O)CC (4-bromo-5-(2,4-difluorophenoxy)-2-(ethylsulfonamido)benzamide). Yield: 82.5%. Reaction SMILES: C(Cl)(=O)C(Cl)=O.[Br:7][C:8]1[C:16]([O:17][C:18]2[CH:23]=[CH:22][C:21]([F:24])=[CH:20][C:19]=2[F:25])=[CH:15][C:11]([C:12](O)=[O:13])=[C:10]([NH:26][S:27]([CH2:30][CH3:31])(=[O:29])=[O:28])[CH:9]=1.ClCCl.[OH-].[NH4+:36]>C(OCC)(=O)C.CN(C)C=O>[Br:7][C:8]1[C:16]([O:17][C:18]2[CH:23]=[CH:22][C:21]([F:24])=[CH:20][C:19]=2[F:25])=[CH:15][C:11]([C:12]([NH2:36])=[O:13])=[C:10]([NH:26][S:27]([CH2:30][CH3:31])(=[O:29])=[O:28])[CH:9]=1 |f:3.4|. Procedure details: Oxalyl chloride (0.046 mL, 0.54 mmol) was added dropwise to a suspension of Example 324d (214 mg, 0.49 mmol) and dichloromethane (2.2 mL). 1 Drop dimethylformamide was added and the reaction mixture was stirred at ambient temperature for 2 hours. The solvent was evaporated and the residue was dried (in-vacuo). The resulting acid chloride was suspended in tetrahydrofuran (1.0 mL) and was cooled to 0° C. as ammonium hydroxide (0.65 mL, 4.7 mmol) was added dropwise. The reaction mixture was stirred... Reactants: CN(C)CC(=O)O, CCN(C(C)C)C(C)C, CN(C)C=O, On1nnc2ccccc21, Nc1ncnn2c(C3CCCNC3)cc(-c3ccc4cn(-c5ccccc5)nc4c3)c12. Product: CN(C)CC(=O)N1CCCC(c2cc(-c3ccc4cn(-c5ccccc5)nc4c3)c3c(N)ncnn23)C1. Reaction SMILES: [CH3:32][N:33]([CH3:34])[CH2:35][C:36]([OH:37])=[O:38].[CH:49]([N:50]([CH2:51][CH3:52])[CH:53]([CH3:54])[CH3:55])([CH3:56])[CH3:57].[O:58]=[CH:59][N:60]([CH3:61])[CH3:62].[OH:39][n:40]1[c:41]2[c:42]([cH:43][cH:44][cH:45][cH:46]2)[n:47][n:48]1.[c:1]1(-[n:7]2[n:8][c:9]3[cH:10][c:11](-[c:16]4[cH:17][c:18]([CH:26]5[CH2:27][NH:28][CH2:29][CH2:30][CH2:31]5)[n:19]5[n:20][cH:21][n:22][c:23]([NH2:25])[c:24]45)[cH:12][cH:13][c:14]3[cH:15]2)[cH:2][cH:3][cH:4][cH:5][cH:6]1>>[c:1]1(-[n:7]2[n:8][c:9]3[cH:10][c:11](-[c:16]4[cH:17][c:18]([CH:26]5[CH2:27][N:28]([C:36]([CH2:35][N:33]([CH3:32])[CH3:34])=[O:37])[CH2:29][CH2:30][CH2:31]5)[n:19]5[n:20][cH:21][n:22][c:23]([NH2:25])[c:24]45)[cH:12][cH:13][c:14]3[cH:15]2)[cH:2][cH:3][cH:4][cH:5][cH:6]1. Starting materials: CCOC(=O)CC(=O)[O-], C1CCOC1, CC(C)Oc1ccc(-c2nc(-c3cccc4c3CCN=C4)no2)cc1C#N, Cl, [Li+], [OH-], O. The product is CC(C)Oc1ccc(-c2nc(-c3cccc4c3CCNC4CC(=O)O)no2)cc1C#N, Cl. As a reaction SMILES: [C:28]([CH2:29][C:30](=[O:31])[O-:32])([O:33][CH2:34][CH3:35])=[O:36].[CH2:41]1[O:42][CH2:43][CH2:44][CH2:45]1.[CH:1]1=[N:2][CH2:3][CH2:4][c:5]2[c:6](-[c:11]3[n:12][o:13][c:14](-[c:16]4[cH:17][cH:18][c:19]([O:24][CH:25]([CH3:26])[CH3:27])[c:20]([C:21]#[N:22])[cH:23]4)[n:15]3)[cH:7][cH:8][cH:9][c:10]21.[ClH:40].[Li+:38].[OH-:37].[OH2:39]>>[CH:1]1([CH2:29][C:30](=[O:31])[OH:32])[NH:2][CH2:3][CH2:4][c:5]2[c:6](-[c:11]3[n:12][o:13][c:14](-[c:16]4[cH:17][cH:18][c:19]([O:24][CH:25]([CH3:26])[CH3:27])[c:20]([C:21]#[N:22])[cH:23]4)[n:15]3)[cH:7][cH:8][cH:9][c:10]21.[ClH:40]. Starting materials: Fc1ccc(C(CCCBr)c2ccc(F)cc2)cc1, Oc1cccc2cnccc12. Yields the product [Br-], Oc1cccc2c[n+](CCCC(c3ccc(F)cc3)c3ccc(F)cc3)ccc12. As a reaction SMILES: [F:12][c:13]1[cH:14][cH:15][c:16]([CH:19]([CH2:20][CH2:21][CH2:22][Br:23])[c:24]2[cH:25][cH:26][c:27]([F:30])[cH:28][cH:29]2)[cH:17][cH:18]1.[OH:1][c:2]1[c:3]2[cH:4][cH:5][n:6][cH:7][c:8]2[cH:9][cH:10][cH:11]1>>[Br-:23].[OH:1][c:2]1[c:3]2[cH:4][cH:5][n+:6]([CH2:22][CH2:21][CH2:20][CH:19]([c:16]3[cH:15][cH:14][c:13]([F:12])[cH:18][cH:17]3)[c:24]3[cH:25][cH:26][c:27]([F:30])[cH:28][cH:29]3)[cH:7][c:8]2[cH:9][cH:10][cH:11]1. Reactants: [N+](=O)([O-])C1=CC=C(C=C1)C1=NC=2N(C=C1)C1=C(N2)C=CC=C1 (2-(4-nitrophenyl)benzo[4,5]imidazo[1,2-a]pyrimidine), O.O.Cl[Sn]Cl (SnCl2.2H2O). Yields the product N=1C=2N(C=CC1C1=CC=C(N)C=C1)C1=C(N2)C=CC=C1 (4-(Benzo[4,5]imidazo[1,2-a]pyrimidin-2-yl)aniline). Solvent: C(C)O (ethanol). Procedure: To a suspension of 2-(4-nitrophenyl)benzo[4,5]imidazo[1,2-a]pyrimidine (58 mg, 0.20 mmol) in ethanol (3 mL) was added SnCl2.2H2O (361 mg, 1.6 mmol). The solution was refluxed for 1.5 hours and then the volatiles were removed under vacuum. The residue was dissolved in DCM, washed with 1 N NaOH, and then H2O. The DCM layer was dried with MgSO4. The crude product was purified on flash chromatography (silica gel, 5% MeOH/DCM) to provide T518 as a yellow solid (35 mg, 67%). 1H NMR (400 MHz, DMSO-d6) ... Reaction SMILES: [N+:1]([C:4]1[CH:9]=[CH:8][C:7]([C:10]2[CH:15]=[CH:14][N:13]3[C:16]4[CH:22]=[CH:21][CH:20]=[CH:19][C:17]=4[N:18]=[C:12]3[N:11]=2)=[CH:6][CH:5]=1)([O-])=O.O.O.Cl[Sn]Cl>C(O)C>[N:11]1[C:12]2[N:13]([C:16]3[CH:22]=[CH:21][CH:20]=[CH:19][C:17]=3[N:18]=2)[CH:14]=[CH:15][C:10]=1[C:7]1[CH:6]=[CH:5][C:4]([NH2:1])=[CH:9][CH:8]=1 |f:1.2.3|. Isolated yield 67.2%. Reactants: NC=1N=C(C(=NC1)C(=O)N)OC (5-amino-3-methoxy-2-pyrazinecarboxamide), F.N1=CC=CC=C1 (pyridine hydrofluoride), ice water, C(Cl)(Cl)Cl (chloroform), N(=O)[O-].[Na+] (sodium nitrite). Procedure details: In a nitrogen atmosphere, 0.5 g of 5-amino-3-methoxy-2-pyrazinecarboxamide is dissolved in 9 mL of 70% pyridine hydrofluoride under ice-cooling. Then, 0.23 g of sodium nitrite is added thereto at −70° C., and the resulting solution is heated to a temperature of −10° C. in 30 minutes. Further, the solution is stirred at ambient temperature for 30 minutes. A mixture of 30 mL of ice water and 100 mL of chloroform is added thereto and the resulting mixture is separated into layers. The organic layer... Reaction conditions: temperature -10 celsius, time 30 minute. RXN SMILES: N[C:2]1[N:3]=[C:4]([O:11][CH3:12])[C:5]([C:8]([NH2:10])=[O:9])=[N:6][CH:7]=1.N([O-])=O.[Na+].C(Cl)(Cl)Cl.[FH:21].N1C=CC=CC=1>>[F:21][C:2]1[N:3]=[C:4]([O:11][CH3:12])[C:5]([C:8]([NH2:10])=[O:9])=[N:6][CH:7]=1 |f:1.2,4.5|. Product: FC=1N=C(C(=NC1)C(=O)N)OC (5-fluoro-3-methoxy-2-pyrazinecarboxamide). Reactants: C(CCC)=O (butyraldehyde), C1(=CC=CC=C1)[C@H](C)N ((S)-(−)-1-phenylethylamine). Solvent: C(Cl)Cl (CH2Cl2). Conditions: time 1.5 hour. Product: C(/CCC)=N\[C@@H](C)C1=CC=CC=C1 ((S,E)-N-butylidene-1-phenylethanamine). The yield is 102.7%. RXN SMILES: [CH:1](=O)[CH2:2][CH2:3][CH3:4].[C:6]1([C@@H:12]([NH2:14])[CH3:13])[CH:11]=[CH:10][CH:9]=[CH:8][CH:7]=1>C(Cl)Cl>[CH:1](=[N:14]/[C@H:12]([C:6]1[CH:11]=[CH:10][CH:9]=[CH:8][CH:7]=1)[CH3:13])\[CH2:2][CH2:3][CH3:4]. Procedure details: To a suspension of 10 g 3 Å MS in CH2Cl2 (150 mL) under N2 at rt was added butyraldehyde (4.96 mL, 55 mmol) followed by (S)-(−)-1-phenylethylamine (6.45 mL, 50 mmol). The mixture was stirred at rt for 1.5 h, filtered over celite and the solvent removed under reduced pressure to give 9 g of the crude imine, which was used in the next step without further purification. The reactants are C([O-])([O-])=O.[K+].[K+] (potassium carbonate), BrCC(=O)OC (methyl bromoacetate), resultant solution, OC1=CC=CC=2C(=COC21)CCO (7-hydroxy-3-(2-hydroxyethyl)benzofuran). Run in CN(C=O)C (dimethylformamide). Run at time 21 hour. Product: OCCC1COC2=C1C=CC=C2OCC(=O)OC (Methyl 3-(2-hydroxyethyl)-2,3-dihydrobenzofuran-7-yloxyacetate). Isolated yield 74.0%. RXN SMILES: [OH:1][C:2]1[C:10]2[O:9][CH:8]=[C:7]([CH2:11][CH2:12][OH:13])[C:6]=2[CH:5]=[CH:4][CH:3]=1.C(=O)([O-])[O-].[K+].[K+].Br[CH2:21][C:22]([O:24][CH3:25])=[O:23]>CN(C)C=O>[OH:13][CH2:12][CH2:11][CH:7]1[C:6]2[CH:5]=[CH:4][CH:3]=[C:2]([O:1][CH2:21][C:22]([O:24][CH3:25])=[O:23])[C:10]=2[O:9][CH2:8]1 |f:1.2.3|. Procedure: 7-hydroxy-3-(2-hydroxyethyl)benzofuran (7.01 g) was dissolved in dimethylformamide (100 ml), and potassium carbonate (5.76 g) and methyl bromoacetate (4.74 ml) were added to the resultant solution, and the mixture was stirred at room temperature for 21 hours. The reaction solution was filtered with Celite, and the filtrate was concentrated. Ethyl acetate (300 ml) was added to the residue, and then the mixture was washed with water and saturated brine, and dried over sodium sulfate. After sodium ...